From a dataset of the Open Reaction Database (ORD), a public repository of structured organic reaction records. describe an organic reaction: reactants, conditions, products, and yield Starting materials: [OH-].[Na+] (NaOH), N[C@@H](CC1=CC=C2C=CC=CC2=C1)C(=O)O (Nal), polyethyleneglycol, CC(=O)C(C)C (methylisopropyl ketone), C(C(C)=C)Cl (methallyl chloride). Run in O (water). Product: CC(C(C)=O)(CC(=C)C)C (3,3-dimethyl-5-methyl-5-hexen-2-one). Isolated yield 569.2%. Reaction SMILES: [OH-].[Na+].N[C@H:4]([C:16](O)=O)[CH2:5]C1C=C2C(C=CC=C2)=CC=1.[CH3:19][C:20]([CH:22]([CH3:24])[CH3:23])=[O:21].[CH2:25](Cl)C(=C)C>O>[CH3:23][C:22]([CH3:25])([CH2:24][C:4]([CH3:16])=[CH2:5])[C:20](=[O:21])[CH3:19] |f:0.1|. Procedure details: 93 g of NaOH, 12 g of Nal and 6.8 g of Emkapol 400 (polyethyleneglycol) were charged into a 1 l three-neck flask. 100 g of methylisopropyl ketone were added and, at 50°, 290 g of methallyl chloride. The mixture was heated to reflux for 4 h and then hydrolysed with 200 ml of water. The reaction product was washed to neutrality and distilled to provide 69.6 g of raw product (B. p. 56°-65°/5.0×103Pa). Distillation of this raw product on a Widmer column gave 44.5 g of the desired ketone. The reactants are CC(CC=O)C(=O)C1=C(O)C2(CCOCC2)c2ccc(Cl)cc2C1=O, CN(C)C=O. The product is CC(CC(=O)O)C(=O)C1=C(O)C2(CCOCC2)c2ccc(Cl)cc2C1=O. Reaction SMILES: [Cl:1][c:2]1[cH:3][c:4]2[c:9]([cH:10][cH:11]1)[C:8]1([C:7]([OH:17])=[C:6]([C:18]([CH:19]([CH2:20][CH:21]=[O:22])[CH3:23])=[O:24])[C:5]2=[O:25])[CH2:12][CH2:13][O:14][CH2:15][CH2:16]1.[O:26]=[CH:27][N:28]([CH3:29])[CH3:30]>>[Cl:1][c:2]1[cH:3][c:4]2[c:9]([cH:10][cH:11]1)[C:8]1([C:7]([OH:17])=[C:6]([C:18]([CH:19]([CH2:20][C:21](=[O:22])[OH:26])[CH3:23])=[O:24])[C:5]2=[O:25])[CH2:12][CH2:13][O:14][CH2:15][CH2:16]1. Starting materials: COC=1C=CC=C(C1C=2C=CC=CC2P(C3CCCCC3)C4CCCCC4)OC (S-Phos), BrC=1C=CC(=C(C(=O)NC=2C(=C(C(=O)OC)C=CC2C)C)C1)C (methyl 3-[(5-bromo-2-methyl-benzoyl)amino]-2,4-dimethyl-benzoate), C(C)(C)(C)[Si](OCC1CNCCC1)(C)C (tert-butyl-dimethyl-(3-piperidylmethoxy)silane), C(=O)([O-])[O-].[Cs+].[Cs+] (Cs2CO3). The reagents and catalysts are C=1C=CC(=CC1)/C=C/C(=O)/C=C/C2=CC=CC=C2.C=1C=CC(=CC1)/C=C/C(=O)/C=C/C2=CC=CC=C2.C=1C=CC(=CC1)/C=C/C(=O)/C=C/C2=CC=CC=C2.[Pd].[Pd] (Pd2(dba)3). Run in O1CCOCC1 (1,4-dioxane). Reaction conditions: temperature 110 celsius, time 6 hour. The product is [Si](C)(C)(C(C)(C)C)OCC1CN(CCC1)C=1C=CC(=C(C(=O)NC=2C(=C(C(=O)OC)C=CC2C)C)C1)C (methyl 3-[[5-[3-[[tert-butyl(dimethyl)silyl]oxymethyl]-1-piperidyl]-2-methyl-benzoyl]amino]-2,4-dimethyl-benzoate), solid. The yield is 85.0%. Reaction SMILES: Br[C:2]1[CH:3]=[CH:4][C:5]([CH3:23])=[C:6]([CH:22]=1)[C:7]([NH:9][C:10]1[C:11]([CH3:21])=[C:12]([CH:17]=[CH:18][C:19]=1[CH3:20])[C:13]([O:15][CH3:16])=[O:14])=[O:8].[C:24]([Si:28]([CH3:38])([CH3:37])[O:29][CH2:30][CH:31]1[CH2:36][CH2:35][CH2:34][NH:33][CH2:32]1)([CH3:27])([CH3:26])[CH3:25].C([O-])([O-])=O.[Cs+].[Cs+].COC1C=CC=C(OC)C=1C1C=CC=CC=1P(C1CCCCC1)C1CCCCC1>O1CCOCC1.C1C=CC(/C=C/C(/C=C/C2C=CC=CC=2)=O)=CC=1.C1C=CC(/C=C/C(/C=C/C2C=CC=CC=2)=O)=CC=1.C1C=CC(/C=C/C(/C=C/C2C=CC=CC=2)=O)=CC=1.[Pd].[Pd]>[Si:28]([O:29][CH2:30][CH:31]1[CH2:36][CH2:35][CH2:34][N:33]([C:2]2[CH:3]=[CH:4][C:5]([CH3:23])=[C:6]([CH:22]=2)[C:7]([NH:9][C:10]2[C:11]([CH3:21])=[C:12]([CH:17]=[CH:18][C:19]=2[CH3:20])[C:13]([O:15][CH3:16])=[O:14])=[O:8])[CH2:32]1)([C:24]([CH3:27])([CH3:26])[CH3:25])([CH3:38])[CH3:37] |f:2.3.4,7.8.9.10.11|. Procedure details: To a solution of methyl 3-[(5-bromo-2-methyl-benzoyl)amino]-2,4-dimethyl-benzoate (0.5 g, 1.32 mmol), tert-butyl-dimethyl-(3-piperidylmethoxy)silane (0.45 g, 1.99 mmol, see preparation 14) and Cs2CO3 (1.29 g, 3.98 mmol) in 1,4-dioxane (15 ml) is added Pd2(dba)3 (0.12 g, 0.132 mmol) followed by S-Phos (0.050 g, 0.132 mmol). The reaction mixture is purged with nitrogen for 5 minutes and then heated at 110° C. After 6 hours, the reaction is cooled to ambient temperature, filtered through Celite™, a... The reactants are C([O-])([O-])=O.[K+].[K+] (potassium carbonate), C(C)OC(=O)C1=C2C(C(=O)NC2=O)=CC=C1 (ethoxycarbonylphthalimide), Cl.NCC1C(CCCC1)O (2-aminomethylcyclohexanol hydrochloride). Run in O (water). Reaction conditions: time 3 hour. Yields the product O[C@@H]1[C@@H](CCCC1)CN1C(C2=CC=CC=C2C1=O)=O (cis-2-[(2-hydroxycyclohexyl)methyl]-1H-isoindole-1,3(2H)-dione). Isolated yield 74.5%. Reaction SMILES: C(=O)([O-])[O-].[K+].[K+].C(OC([C:12]1[CH:22]=[CH:21][CH:20]=[C:14]2[C:15]([NH:17][C:18](=[O:19])[C:13]=12)=[O:16])=O)C.Cl.N[CH2:25][CH:26]1[CH2:31][CH2:30][CH2:29][CH2:28][CH:27]1[OH:32]>O>[OH:32][C@H:27]1[CH2:28][CH2:29][CH2:30][CH2:31][C@H:26]1[CH2:25][N:17]1[C:18](=[O:19])[C:13]2[C:14](=[CH:20][CH:21]=[CH:22][CH:12]=2)[C:15]1=[O:16] |f:0.1.2,4.5|. Procedure: Under a nitrogen atmosphere, potassium carbonate (375 mg, 2.72 mmol) and ethoxycarbonylphthalimide (364 mg, 1.66 mmol) were added to an aqueous solution (4 ml) of 2-aminomethylcyclohexanol hydrochloride (250 mg, 1.51 mmol) at room temperature. After 3 hours, the reaction solution was poured into water and extracted with ethyl acetate, and the organic layer was dried over anhydrous magnesium sulfate. The organic layer dried was concentrated under reduced pressure and the resulting residue was pur... Starting materials: C1(=CC=C(C=C1)S(=O)(=O)NC1=C(C(=O)C2=CC=CC=C2)C=CC=C1)C (2-(p-Toluenesulfonylamino)benzophenone), [H-].[Na+] (sodium hydride), O (Water), BrCC(=O)OC(C)(C)C (t-butyl bromoacetate). The solvent is CN(C=O)C (dimethylformamide), CN(C=O)C (dimethylformamide). Conditions: time 30 minute. The product is C(C1=CC=CC=C1)(=O)C1=C(C=CC=C1)N(S(=O)(=O)C1=CC=C(C=C1)C)CC(=O)OC(C)(C)C (t-Butyl N-(2-benzoylphenyl)-N-(p-toluenesulfonyl)aminoacetate). Yield: 95.4%. Reaction SMILES: [C:1]1([CH3:25])[CH:6]=[CH:5][C:4]([S:7]([NH:10][C:11]2[CH:24]=[CH:23][CH:22]=[CH:21][C:12]=2[C:13]([C:15]2[CH:20]=[CH:19][CH:18]=[CH:17][CH:16]=2)=[O:14])(=[O:9])=[O:8])=[CH:3][CH:2]=1.[H-].[Na+].Br[CH2:29][C:30]([O:32][C:33]([CH3:36])([CH3:35])[CH3:34])=[O:31].O>CN(C)C=O>[C:13]([C:12]1[CH:21]=[CH:22][CH:23]=[CH:24][C:11]=1[N:10]([CH2:29][C:30]([O:32][C:33]([CH3:36])([CH3:35])[CH3:34])=[O:31])[S:7]([C:4]1[CH:3]=[CH:2][C:1]([CH3:25])=[CH:6][CH:5]=1)(=[O:9])=[O:8])(=[O:14])[C:15]1[CH:20]=[CH:19][CH:18]=[CH:17][CH:16]=1 |f:1.2|. Procedure details: To a stirred solution of 5.0 g of compound H in 10 cc of dimethylformamide was added 0.56 g of 63% sodium hydride in 5 cc of dimethylformamide under ice-cooling and the mixture was stirred for 30 minutes. Then, 2.3 cc of t-butyl bromoacetate was added dropwise at the same temperature and stirring was continued for 16 hours. Water was added to the reaction mixture and the desired compound was extracted with ethyl acetate. The extract was washed with water and dried over magnesium sulfate. The sol... The reactants are C(#N)C=1C=CC2=C(C(CC(O2)(C)C)C2=[N+](C=CC=C2)[O-])C1 (2-(6-cyano-3,4-dihydro-2,2-dimethyl-2H-1-benzopyran-4-yl)pyridine N-oxide), P(=O)(Cl)(Cl)Cl (phosphorus oxychloride). Conditions: temperature 80 celsius. Product: ClC1=CC(=NC=C1)C1CC(OC2=C1C=C(C=C2)C#N)(C)C (4-(4-chloro-2-pyridyl)-3,4-dihydro-2,2-dimethyl-2H-1 -benzopyran-6carbonitrile). RXN SMILES: [C:1]([C:3]1[CH:4]=[CH:5][C:6]2[O:11][C:10]([CH3:13])([CH3:12])[CH2:9][CH:8]([C:14]3[CH:19]=[CH:18][CH:17]=[CH:16][N+:15]=3[O-])[C:7]=2[CH:21]=1)#[N:2].P(Cl)(Cl)([Cl:24])=O>>[Cl:24][C:18]1[CH:17]=[CH:16][N:15]=[C:14]([CH:8]2[C:7]3[CH:21]=[C:3]([C:1]#[N:2])[CH:4]=[CH:5][C:6]=3[O:11][C:10]([CH3:13])([CH3:12])[CH2:9]2)[CH:19]=1. Procedure: 1 g of 2-(6-cyano-3,4-dihydro-2,2-dimethyl-2H-1-benzopyran-4-yl)pyridine N-oxide was dissolved in 15 ml of phosphorus oxychloride, heated at 80° C. for 2 hours and allowed to cool to room temperature overnight. The phosphorus oxychloride was removed in vacuo and the residue was taken up in sodium bicarbonate solution and ethyl acetate. The aqueous phase was extracted several times with ethyl acetate and the combined ethyl acetate solutions were dried over sodium sulphate and evaporated. The resi... The reactants are O=C(O)c1ccc(F)c(Br)n1, CO, CCOC(C)=O, O=S(=O)(O)O. Yields the product COC(=O)c1ccc(F)c(Br)n1. Reaction SMILES: [Br:1][c:2]1[c:3]([F:11])[cH:4][cH:5][c:6]([C:8](=[O:9])[OH:10])[n:7]1.[CH3:17][OH:18].[CH3:19][CH2:20][O:21][C:22](=[O:23])[CH3:24].[S:12](=[O:13])(=[O:14])([OH:15])[OH:16]>>[Br:1][c:2]1[c:3]([F:11])[cH:4][cH:5][c:6]([C:8](=[O:9])[O:10][CH3:17])[n:7]1.